This data is from the Open Reaction Database (ORD), a public repository of structured organic reaction records. The task is: describe an organic reaction: reactants, conditions, products, and yield Reactants: FC=1C(NC(NC1)=O)=O (5-fluorouracil), C(C)(=O)OC1OCCC1 (2-acetoxytetrahydrofuran), COC1OCCC1 (2-methoxytetrahydrofuran), C[Si](C)(C)N[Si](C)(C)C (HMDS), Cl[Sn](Cl)(Cl)Cl (SnCl4). Run in C(CCl)Cl (ethylene chloride). Reaction conditions: time 4 hour. Yields the product O1C(CCC1)N1C(=O)NC(=O)C(=C1)F (N1 -(2-tetrahydrofuryl)-5-fluorouracil). The yield is 87.0%. RXN SMILES: [F:1][C:2]1[C:3](=[O:9])[NH:4][C:5](=[O:8])[NH:6][CH:7]=1.C[Si](N[Si](C)(C)C)(C)C.Cl[Sn](Cl)(Cl)Cl.C(O[CH:28]1[CH2:32][CH2:31][CH2:30][O:29]1)(=O)C.COC1CCCO1>C(Cl)CCl>[O:29]1[CH2:30][CH2:31][CH2:32][CH:28]1[N:6]1[CH:7]=[C:2]([F:1])[C:3](=[O:9])[NH:4][C:5]1=[O:8]. Procedure details: 0.65 g. (5 mmol) of 5-fluorouracil was agitated in 50 ml. of absolute ethylene chloride for one hour with 0.65 g. (4 mmol) of HMDS, 0.43 g. (4 mmol) of TCS, and 1.56 g. (6 mmol) of SnCl4 ; then 0.65 g. (5 mmol) of 2-acetoxytetrahydrofuran or 0.51 g. (5 mmol) of 2-methoxytetrahydrofuran was added to the mixture, and the latter was agitated for 2 hours and 4 hours, respectively, at 24° C. The mixture was worked up as described in Example 1, giving in an 87% yield N1 -(2-tetrahydrofuryl)-5-fluorour... The reactants are CC1(CC(CC(C1)C)CCN(C)C)C ([2-(3,3,5-trimethylcyclohexyl)ethyl]dimethylamine), CI (methyliodide). Run in C1=CC=CC=C1 (benzene). Yields the product [I-].CC1(CC(CC(C1)C)CC[N+](C)(C)C)C ([2-(3,3,5-trimethylcyclohexyl)ethyl]trimethylammonium iodide). Isolated yield 93.1%. Reaction SMILES: [CH3:1][C:2]1([CH3:14])[CH2:7][CH:6]([CH3:8])[CH2:5][CH:4]([CH2:9][CH2:10][N:11]([CH3:13])[CH3:12])[CH2:3]1.[CH3:15][I:16]>C1C=CC=CC=1>[I-:16].[CH3:14][C:2]1([CH3:1])[CH2:7][CH:6]([CH3:8])[CH2:5][CH:4]([CH2:9][CH2:10][N+:11]([CH3:15])([CH3:12])[CH3:13])[CH2:3]1 |f:3.4|. Reported procedure: To a solution of [2-(3,3,5-trimethylcyclohexyl)ethyl]dimethylamine (1.0 g) in benzene (30 cc) was added methyliodide (2.0 g), and the mixture was allowed to stand over night. Precipitated crystals were gathered by filtration and recrystallized from a mixed solvent of benzene and ether to give colorless crystals (1.6 g) of [2-(3,3,5-trimethylcyclohexyl)ethyl]trimethylammonium iodide, m.p. 263°-265° C. Reactants: ClC1=C2C=CC=NC2=CC=N1 (5-Chloro-[1,6]naphthyridine), ClC=1C=CC(=C(C1)N)OC1=CC=CC=C1 (5-chloro-2-phenoxy-phenylamine). The product is ClC=1C=CC(=C(C1)NC1=C2C=CC=NC2=CC=N1)OC1=CC=CC=C1 ((5-Chloro-2-phenoxy-phenyl)-[1,6]naphthyridin-5-yl-amine). Reaction SMILES: Cl[C:2]1[N:11]=[CH:10][CH:9]=[C:8]2[C:3]=1[CH:4]=[CH:5][CH:6]=[N:7]2.[Cl:12][C:13]1[CH:14]=[CH:15][C:16]([O:20][C:21]2[CH:26]=[CH:25][CH:24]=[CH:23][CH:22]=2)=[C:17]([NH2:19])[CH:18]=1>>[Cl:12][C:13]1[CH:14]=[CH:15][C:16]([O:20][C:21]2[CH:26]=[CH:25][CH:24]=[CH:23][CH:22]=2)=[C:17]([NH:19][C:2]2[N:11]=[CH:10][CH:9]=[C:8]3[C:3]=2[CH:4]=[CH:5][CH:6]=[N:7]3)[CH:18]=1. Procedure details: The product from Example 36e (0.040 g, 0.24 mmol) was reacted with 5-chloro-2-phenoxy-phenylamine as (0.048 g, 0.24 mmol) for 48 h at 100° C. following the procedure from Example 7g giving the crude title compound which was purified by HPLC with TFA providing the product as a trifluoroacetic acid salt (0.046 g, 40%). 1H NMR (300 MHz, DMSO-d6) δ ppm: 6.96 (d, J=7.35 Hz, 2 H) 7.00-7.10 (m, 2 H) 7.22-7.39 (m, 4 H) 7.66 (dd, J=8.46, 4.41 Hz, 1 H) 7.91 (d, J=1.84 Hz, 1 H) 8.07 (d, J=6.25 Hz, 1 H) 8.7... Starting materials: COC(=O)C1NC2=CC=C(C=C2C1)OC (5-methoxyindoline-2(R/S)-carboxylic acid methyl ester), C(C)(C)(C)OC(=O)N[C@H](C(=O)O)CC (N-t-butoxycarbonyl-2(S)-aminobutyric acid), C(C)(C)N=C=NC(C)C (diisopropylcarbodiimide). Run in ClCCl (dichloromethane). Conditions: time 24 hour. Product: COC(=O)C1N(C2=CC=C(C=C2C1)OC)C([C@H](CC)NC(=O)OC(C)(C)C)=O (1-(N-t-Butoxycarbonyl-2(S)-aminobutyryl)-5-methoxyindoline-2(R/S)-carboxylic acid methyl ester). Reaction SMILES: [CH3:1][O:2][C:3]([CH:5]1[CH2:13][C:12]2[C:7](=[CH:8][CH:9]=[C:10]([O:14][CH3:15])[CH:11]=2)[NH:6]1)=[O:4].[C:16]([O:20][C:21]([NH:23][C@@H:24]([CH2:28][CH3:29])[C:25](O)=[O:26])=[O:22])([CH3:19])([CH3:18])[CH3:17].C(N=C=NC(C)C)(C)C>ClCCl>[CH3:1][O:2][C:3]([CH:5]1[CH2:13][C:12]2[C:7](=[CH:8][CH:9]=[C:10]([O:14][CH3:15])[CH:11]=2)[N:6]1[C:25](=[O:26])[C@@H:24]([NH:23][C:21]([O:20][C:16]([CH3:19])([CH3:18])[CH3:17])=[O:22])[CH2:28][CH3:29])=[O:4]. Reported procedure: To a solution of 5-methoxyindoline-2(R/S)-carboxylic acid methyl ester (1.5 g, 7.23 mmol) and N-t-butoxycarbonyl-2(S)-aminobutyric acid (1.62 g, 7.96 mmol) dissolved in dried dichloromethane (15 ml) under nitrogen at 10° C., was added diisopropylcarbodiimide (1.00 ml, 7.96 mmol). The mixture was stirred at room temperature for 24 hours, then filtered. The filtrate was evaporated under vacuum to afford a brown solid which was purified by column chromatography on silica gel using dichloromethane a...